From a dataset of the Open Reaction Database (ORD), a public repository of structured organic reaction records. describe an organic reaction: reactants, conditions, products, and yield Procedure: To a solution of N-[5-(3-amino-4-fluorophenoxy)[1,3]thiazolo[5,4-b]pyridin-2-yl]cyclopropanecarboxamide (100 mg, 0.290 mmol) produced in Example 16(vi) in pyridine (3 mL) was added 1-isocyanato-4-(trifluoromethyl)benzene (50 μL, 0.348 mmol), and the mixture was stirred at room temperature for 2 hr. The reaction mixture was concentrated under reduced pressure, and the obtained residue was purified by basic silica gel column chromatography (methanol/ethyl acetate=5/95→10/90). The obtained solution... Conditions: time 2 hour. As a reaction SMILES: [NH2:1][C:2]1[CH:3]=[C:4]([CH:21]=[CH:22][C:23]=1[F:24])[O:5][C:6]1[N:11]=[C:10]2[S:12][C:13]([NH:15][C:16]([CH:18]3[CH2:20][CH2:19]3)=[O:17])=[N:14][C:9]2=[CH:8][CH:7]=1.[N:25]([C:28]1[CH:33]=[CH:32][C:31]([C:34]([F:37])([F:36])[F:35])=[CH:30][CH:29]=1)=[C:26]=[O:27]>N1C=CC=CC=1>[F:24][C:23]1[CH:22]=[CH:21][C:4]([O:5][C:6]2[N:11]=[C:10]3[S:12][C:13]([NH:15][C:16]([CH:18]4[CH2:20][CH2:19]4)=[O:17])=[N:14][C:9]3=[CH:8][CH:7]=2)=[CH:3][C:2]=1[NH:1][C:26](=[O:27])[NH:25][C:28]1[CH:33]=[CH:32][C:31]([C:34]([F:35])([F:37])[F:36])=[CH:30][CH:29]=1. Solvent: N1=CC=CC=C1 (pyridine). Starting materials: NC=1C=C(OC2=CC=C3C(=N2)SC(=N3)NC(=O)C3CC3)C=CC1F (N-[5-(3-amino-4-fluorophenoxy)[1,3]thiazolo[5,4-b]pyridin-2-yl]cyclopropanecarboxamide), N(=C=O)C1=CC=C(C=C1)C(F)(F)F (1-isocyanato-4-(trifluoromethyl)benzene). Yield: 37.6%. Yields the product FC1=C(C=C(OC2=CC=C3C(=N2)SC(=N3)NC(=O)C3CC3)C=C1)NC(NC1=CC=C(C=C1)C(F)(F)F)=O (N-{5-[4-fluoro-3-({[4-(trifluoromethyl)phenyl]carbamoyl}amino)phenoxy][1,3]thiazolo[5,4-b]pyridin-2-yl}cyclopropanecarboxamide). The reactants are C(C)(C)S(=O)(=O)N1C(=NC2=C1C=C(C=C2)C=2N=C(N(C2C2=CC=CC=C2)COCC[Si](C)(C)C)C=O)N (1-isopropylsulfonyl-2-amino-6-(1-(trimethylsilylethoxymethyl)-2-(formyl)-5-(phenyl)-imidazolyl)-benzimidazole). The solvent is C(C)O (ethanol), O (water). Conditions: time 4 hour. Yields the product C(C)(C)S(=O)(=O)N1C(=NC2=C1C=C(C=C2)C=2N=C(NC2C2=CC=CC=C2)C=O)N (1-isopropylsulfonyl-2-amino-6-(2-(formyl)-5-(phenyl)-imidazol-4-yl)-benzimidazole). Isolated yield 10.0%. Reaction SMILES: [CH:1]([S:4]([N:7]1[C:11]2[CH:12]=[C:13]([C:16]3[N:17]=[C:18]([CH:35]=[O:36])[N:19](COCC[Si](C)(C)C)[C:20]=3[C:21]3[CH:26]=[CH:25][CH:24]=[CH:23][CH:22]=3)[CH:14]=[CH:15][C:10]=2[N:9]=[C:8]1[NH2:37])(=[O:6])=[O:5])([CH3:3])[CH3:2]>C(O)C.O>[CH:1]([S:4]([N:7]1[C:11]2[CH:12]=[C:13]([C:16]3[N:17]=[C:18]([CH:35]=[O:36])[NH:19][C:20]=3[C:21]3[CH:22]=[CH:23][CH:24]=[CH:25][CH:26]=3)[CH:14]=[CH:15][C:10]=2[N:9]=[C:8]1[NH2:37])(=[O:5])=[O:6])([CH3:3])[CH3:2]. Reported procedure: Add to a solution of 1-isopropylsulfonyl-2-amino-6-(1-(trimethylsilylethoxymethyl)-2-(formyl)-5-(phenyl)-imidazolyl)-benzimidazole (100 mg, 0.185 mmol) in ethanol (4 mL) HCl (37%, 4 mL) and stir at room temperature for 4 hours. Dilute the mixture with water (20 mL) and wash with EtOAc (3×10 mL). Add to the aqueous phase NaOH (15%) until pH=6-7 and extract the mixture with EtOAc (3×20 mL). Dry (MgSO4) the combined organic layers and concentrate in vacuo. Purify the residue in solid phase extracti... RXN SMILES: [O-]S([C:5](F)(F)F)(=O)=O.FC1C=CC(B(O)O)=CC=1.[CH:19]1([N:24]2[C:33]([C:34]3[CH:39]=[CH:38][C:37]([F:40])=[CH:36][CH:35]=3)=[C:32]3[C:26]([CH2:27][CH2:28][NH:29][CH:30](C)[CH2:31]3)=[N:25]2)[CH2:23][CH2:22][CH2:21][CH2:20]1>>[CH:19]1([N:24]2[C:33]([C:34]3[CH:35]=[CH:36][C:37]([F:40])=[CH:38][CH:39]=3)=[C:32]3[C:26]([CH2:27][CH:28]([CH3:5])[NH:29][CH2:30][CH2:31]3)=[N:25]2)[CH2:23][CH2:22][CH2:21][CH2:20]1. The reactants are [O-]S(=O)(=O)C(F)(F)F (triflate), FC1=CC=C(C=C1)B(O)O (4-fluorophenylboronic acid), C1(CCCC1)N1N=C2CCNC(CC2=C1C1=CC=C(C=C1)F)C (2-cyclopentyl-3-(4-fluoro-phenyl)-5-methyl-2,4,5,6,7,8-hexahydro-1,2,6-triaza-azulene). Procedure details: The title compound (160.4 mg) was prepared as in Example 263 from 301 mg of the triflate from Step B and 185 mg of 4-fluorophenylboronic acid. The sequence also produced 2-cyclopentyl-3-(4-fluoro-phenyl)-5-methyl-2,4,5,6,7,8-hexahydro-1,2,6-triaza-azulene. The isomers were separated by SFC chromatography. MS (ESI): exact mass calculated for C19H24FN3, 313.41. found, m/z 314.4 [M+H]+. 1H NMR (500 MHz, CD3OD): 7.25-7.21 (m, 2H), 7.18-7.12 (m, 2H), 4.22 (m, 1H), 3.24-3.18 (m, 1H), 3.03-2.92 (m, 2H)... Yields the product C1(CCCC1)N1N=C2CC(NCCC2=C1C1=CC=C(C=C1)F)C (2-Cyclopentyl-3-(4-fluoro-phenyl)-7-methyl-2,4,5,6,7,8-hexahydro-1,2,6-triaza-azulene).